This data is from the Open Reaction Database (ORD), a public repository of structured organic reaction records. The task is: describe an organic reaction: reactants, conditions, products, and yield Reactants: ClC1=C(C=CC=C1)CC(=O)C1=CC=C(C=C1)OCCN1CCCCC1 (2-(2-chlorophenyl)-1-[4-(2-piperidinylethoxy)phenyl]ethanone), O1C(CCCC1)OCCI (2-tetrahydropyranyloxy-1-iodoethane), product. Product: ClC1=C(C=CC=C1)C(C(=O)C1=CC=C(C=C1)OCCN1CCCCC1)CCOC1OCCCC1 (2-Chlorophenyl-1-[4-(2-piperidinylethoxy)phenyl]-4-(tetrahydropyranyloxy)butan-1-one). As a reaction SMILES: [Cl:1][C:2]1[CH:7]=[CH:6][CH:5]=[CH:4][C:3]=1[CH2:8][C:9]([C:11]1[CH:16]=[CH:15][C:14]([O:17][CH2:18][CH2:19][N:20]2[CH2:25][CH2:24][CH2:23][CH2:22][CH2:21]2)=[CH:13][CH:12]=1)=[O:10].[O:26]1[CH2:31][CH2:30][CH2:29][CH2:28][CH:27]1[O:32][CH2:33][CH2:34]I>>[Cl:1][C:2]1[CH:7]=[CH:6][CH:5]=[CH:4][C:3]=1[CH:8]([CH2:34][CH2:33][O:32][CH:27]1[CH2:28][CH2:29][CH2:30][CH2:31][O:26]1)[C:9]([C:11]1[CH:16]=[CH:15][C:14]([O:17][CH2:18][CH2:19][N:20]2[CH2:21][CH2:22][CH2:23][CH2:24][CH2:25]2)=[CH:13][CH:12]=1)=[O:10]. Procedure: 2-(2-Chlorophenyl-1-[4-(2-piperidinylethoxy)phenyl]-4-(tetrahydropyranyloxy)butan-1-one is prepared by PTC reaction according to the method described in the example 4d using 2-(2-chlorophenyl)-1-[4-(2-piperidinylethoxy)phenyl]ethanone (1.5 g, 4.2 mmol) and 2-tetrahydropyranyloxy-1-iodoethane (1.3 g, 5.1 mmol) as the starting materials. The product (1.6 g) is used for the following reaction step without further purification. The reactants are C1(CCCCC1)N=C=NC1CCCCC1 (dicyclohexylcarbodiimide), Peptide, N([C@@H](C)C(=O)N[C@@H](C)C(=O)O)C(=O)OCC1=CC=CC=C1 (Z-Ala-Ala-OH), C1CCOC1.ON1C(CCC1=O)=O (THF N-hydroxysuccinimide). Solvent: C1CCOC1 (THF). Conditions: time 10 minute. Product: N([C@@H](C)C(=O)N[C@@H](C)C(=O)ON1C(=O)CCC1=O)C(=O)OCC1=CC=CC=C1 (Z-Ala-Ala-OSu), ester. Yield: 84.0%. RXN SMILES: [NH:1]([C:12]([O:14][CH2:15][C:16]1[CH:21]=[CH:20][CH:19]=[CH:18][CH:17]=1)=[O:13])[C@H:2]([C:4]([NH:6][C@H:7]([C:9]([OH:11])=[O:10])[CH3:8])=[O:5])[CH3:3].C1COCC1.O[N:28]1[C:32](=[O:33])[CH2:31][CH2:30][C:29]1=[O:34].C1(N=C=NC2CCCCC2)CCCCC1>C1COCC1>[NH:1]([C:12]([O:14][CH2:15][C:16]1[CH:21]=[CH:20][CH:19]=[CH:18][CH:17]=1)=[O:13])[C@H:2]([C:4]([NH:6][C@H:7]([C:9]([O:11][N:28]1[C:32](=[O:33])[CH2:31][CH2:30][C:29]1=[O:34])=[O:10])[CH3:8])=[O:5])[CH3:3] |f:1.2|. Reported procedure: The active ester Z-Ala-Ala-OSu (1) was prepared according to a procedure described in Bodansky, M., Bodansky, A., The Practice of Peptide Synthesis 2nd Edition, Springer-Verlag. To a stirred solution of Z-Ala-Ala-OH (4.0 g, 13.6 mmol, obtained from Bachem) in 25 ml dry THF N-hydroxysuccinimide (1.56 g, 13.6 mmol) was added at 0° C. and the mixture was stirred for 10 minutes. A solution of dicyclohexylcarbodiimide (2.81 g, 13.6 mmol) in 3 ml dry THF was added. The mixture was stirred for 14 h, du... The reactants are CCOCCn1c(N2CCCNCC2)nc2ccccc21, COc1ccc(-n2cnnn2)cc1C(=O)N1CCC(CCOS(C)(=O)=O)(c2ccc(Cl)c(Cl)c2)C1, I. Product: CCOCCn1c(N2CCCN(CCC3(c4ccc(Cl)c(Cl)c4)CCN(C(=O)c4cc(-n5cnnn5)ccc4OC)C3)CC2)nc2ccccc21. As a reaction SMILES: [CH2:37]([CH3:38])[O:39][CH2:40][CH2:41][n:42]1[c:43]([N:51]2[CH2:52][CH2:53][NH:54][CH2:55][CH2:56][CH2:57]2)[n:44][c:45]2[c:46]1[cH:47][cH:48][cH:49][cH:50]2.[CH3:1][O:2][c:3]1[c:4]([C:5](=[O:6])[N:7]2[CH2:8][C:9]([CH2:12][CH2:13][O:14][S:15]([CH3:16])(=[O:17])=[O:18])([c:19]3[cH:20][c:21]([Cl:26])[c:22]([Cl:25])[cH:23][cH:24]3)[CH2:10][CH2:11]2)[cH:27][c:28](-[n:31]2[n:32][n:33][n:34][cH:35]2)[cH:29][cH:30]1.[IH:36]>>[CH3:1][O:2][c:3]1[c:4]([C:5](=[O:6])[N:7]2[CH2:8][C:9]([CH2:12][CH2:13][N:54]3[CH2:53][CH2:52][N:51]([c:43]4[n:42]([CH2:41][CH2:40][O:39][CH2:37][CH3:38])[c:46]5[c:45]([n:44]4)[cH:50][cH:49][cH:48][cH:47]5)[CH2:57][CH2:56][CH2:55]3)([c:19]3[cH:20][c:21]([Cl:26])[c:22]([Cl:25])[cH:23][cH:24]3)[CH2:10][CH2:11]2)[cH:27][c:28](-[n:31]2[n:32][n:33][n:34][cH:35]2)[cH:29][cH:30]1. The reactants are ClC=1C=C(C(=O)OC)C=C(C1)C1=NC=CC=C1 (methyl 3-chloro-5-(pyridin-2-yl)benzoate), [H-].[H-].[H-].[H-].[Li+].[Al+3] (LiAlH4), O (Water), [OH-].[Na+] (NaOH), O (water). The solvent is C1CCOC1 (THF), C1CCOC1 (THF). Conditions: temperature -10 celsius, time 20 minute. Product: ClC=1C=C(C=C(C1)C1=NC=CC=C1)CO ((3-chloro-5-(pyridin-2-yl)phenyl)methanol). Reaction SMILES: [H-].[H-].[H-].[H-].[Li+].[Al+3].[Cl:7][C:8]1[CH:9]=[C:10]([CH:15]=[C:16]([C:18]2[CH:23]=[CH:22][CH:21]=[CH:20][N:19]=2)[CH:17]=1)[C:11](OC)=[O:12].O.[OH-].[Na+]>C1COCC1>[Cl:7][C:8]1[CH:9]=[C:10]([CH2:11][OH:12])[CH:15]=[C:16]([C:18]2[CH:23]=[CH:22][CH:21]=[CH:20][N:19]=2)[CH:17]=1 |f:0.1.2.3.4.5,8.9|. Reported procedure: A cooled (−10° C.) suspension of LiAlH4 (50 mg; 1.34 mmol) in anh. THF (2 ml) was treated with a solution of methyl 3-chloro-5-(pyridin-2-yl)benzoate (302 mg; 1.21 mmol) in anh. THF (1 ml). The mixture was further stirred at −10° C. for 20 min. Water (50 μl), 15% aq. NaOH (50 μl), and water (0.15 ml) were then successively added, and the resulting mixture was further stirred at rt for 1 h. Filtration, concentration to dryness under reduced pressure, and additional drying under HV afforded (3-chl... Starting materials: BrC1=NC(=CC=C1)Br (2,6-dibromopyridine), O (Water), N1=CCC(C=C1)=O (piridin-4-one), C([O-])([O-])=O.[K+].[K+] (potassium carbonate). Solvent: CS(=O)C (DMSO). Conditions: temperature 120 celsius, time 8 hour. Product: BrC1=CC=CC(=N1)N1CCC(CC1)=O (6′-Bromo-2,3,5,6-tetrahydro-1,2′-bipyridinyl-4-one). Reaction SMILES: Br[C:2]1[CH:7]=[CH:6][CH:5]=[C:4]([Br:8])[N:3]=1.[N:9]1[CH:14]=[CH:13][C:12](=[O:15])[CH2:11][CH:10]=1.C(=O)([O-])[O-].[K+].[K+].O>CS(C)=O>[Br:8][C:4]1[N:3]=[C:2]([N:9]2[CH2:14][CH2:13][C:12](=[O:15])[CH2:11][CH2:10]2)[CH:7]=[CH:6][CH:5]=1 |f:2.3.4|. Reported procedure: 5 g (21.11 mmol) of 2,6-dibromopyridine, 2.09 g (21.11 mmol) of piridin-4-one and 7.29 g of potassium carbonate (52.77 mmol) are suspended in 30 ml of DMSO and stirred at 120° C. overnight. Water is then added to the mixture, which is then extracted with EA. The organic phase is washed with a saturated sodium chloride solution, dried over sodium sulfate and evaporated to dryness. The residue formed is purified by means of flash chromatography on silica gel. Reported procedure: 5-(3-Chloro-phenyl)-furan-2-carboxylic acid (65) (54 mg, 0.24 mmol) was coupled to ethyl ester (58) (50 mg, 0.24 mmol) using Method C. The crude residue was purified by column chromatography eluting with 20% EtOAc in heptane to give the title compound. RXN SMILES: [Cl:1][C:2]1[CH:3]=[C:4]([C:8]2[O:12][C:11]([C:13]([OH:15])=O)=[CH:10][CH:9]=2)[CH:5]=[CH:6][CH:7]=1.[CH2:16]([O:18][C:19]([C:21]1[NH:22][C:23]2[C:28]([CH:29]=1)=[CH:27][C:26]([NH2:30])=[CH:25][CH:24]=2)=[O:20])[CH3:17]>>[CH2:16]([O:18][C:19]([C:21]1[NH:22][C:23]2[C:28]([CH:29]=1)=[CH:27][C:26]([NH:30][C:13]([C:11]1[O:12][C:8]([C:4]3[CH:5]=[CH:6][CH:7]=[C:2]([Cl:1])[CH:3]=3)=[CH:9][CH:10]=1)=[O:15])=[CH:25][CH:24]=2)=[O:20])[CH3:17]. Reactants: ClC=1C=C(C=CC1)C1=CC=C(O1)C(=O)O (5-(3-Chloro-phenyl)-furan-2-carboxylic acid), C(C)OC(=O)C=1NC2=CC=C(C=C2C1)N (5-Amino-1H-indole-2-carboxylic acid ethyl ester). Yields the product C(C)OC(=O)C=1NC2=CC=C(C=C2C1)NC(=O)C=1OC(=CC1)C1=CC(=CC=C1)Cl (5-{[5-(3-Chloro-phenyl)-furan-2-carbonyl]-amino}-1H-indole-2-carboxylic acid ethyl ester).